This data is from the Open Reaction Database (ORD), a public repository of structured organic reaction records. The task is: describe an organic reaction: reactants, conditions, products, and yield The reactants are S1C(=NCC1)N (4,5-dihydro-thiazol-2-ylamine), BrC(C=O)=COC(C)C (2-bromo-3-isopropoxy-propenal), C1(CC1)N1C(=NC=C1C=O)C (cyclopropyl-2-methyl-3H-imidazole-4-carbaldehyde). The product is S1C=2N(CC1)C(=CN2)C=O (2,3-Dihydro-imidazo[2,1-b]thiazole-5-carbaldehyde). As a reaction SMILES: [S:1]1[CH2:5][CH2:4][N:3]=[C:2]1[NH2:6].Br[C:8](=[CH:11]OC(C)C)[CH:9]=[O:10].C1(N2C(C=O)=CN=C2C)CC1>>[S:1]1[CH2:5][CH2:4][N:3]2[C:8]([CH:9]=[O:10])=[CH:11][N:6]=[C:2]12. Reported procedure: 2,3-Dihydro-imidazo[2,1-b]thiazole-5-carbaldehyde was prepared from 4,5-dihydro-thiazol-2-ylamine and and 2-bromo-3-isopropoxy-propenal in the same manner as cyclopropyl-2-methyl-3H-imidazole-4-carbaldehyde (Example 45). Starting materials: COCCNC(=O)C1=NC(=NN1CC(NOC)=O)[N+](=O)[O-] (1-methoxycarbamoylmethyl-3-nitro-1,2,4-triazole-5-carboxylic acid methoxyethylamide), O1CCOCC1 (dioxane), N(CCO)CCO (diethanolamine). Yields the product COCCNC(=O)C1=NC(=NN1CC(N(CCO)CCO)=O)[N+](=O)[O-] (1-[N,N-bis(hydroxyethyl)carbamoylmethyl]-3-nitro-1,2,4-triazole-5-carboxylic acid methoxyethylamide). Reaction SMILES: [CH3:1][O:2][CH2:3][CH2:4][NH:5][C:6]([C:8]1[N:12]([CH2:13][C:14](=[O:18])[NH:15]OC)[N:11]=[C:10]([N+:19]([O-:21])=[O:20])[N:9]=1)=[O:7].N(CCO)[CH2:23][CH2:24][OH:25].[O:29]1CCO[CH2:31][CH2:30]1>>[CH3:1][O:2][CH2:3][CH2:4][NH:5][C:6]([C:8]1[N:12]([CH2:13][C:14](=[O:18])[N:15]([CH2:31][CH2:30][OH:29])[CH2:23][CH2:24][OH:25])[N:11]=[C:10]([N+:19]([O-:21])=[O:20])[N:9]=1)=[O:7]. Reported procedure: To 530 mg of 1-methoxycarbamoylmethyl-3-nitro-1,2,4-triazole-5-carboxylic acid methoxyethylamide dissolved in 3 ml of dioxane is added 1 g of diethanolamine. Reactants: C(C)OC(C(CC1=CC=C(C=C1)O)(C)OC1=CC2=C(OCO2)C=C1)=O (2-(benzo[1,3]dioxol-5-yloxy)-3-(4-hydroxy-phenyl)-2-methyl propionic acid ethyl ester), CC1=C(N=C(O1)C=1SC=CC1)CCOS(=O)(=O)C1=CC=C(C=C1)C (toluene-4-sulfonic acid 2-(5-methyl-2-thiophen-2-yl-oxazol-4-yl)-ethyl ester), C27H26NO7S. Yields the product O1COC2=C1C=CC(=C2)OC(C(=O)O)(CC2=CC=C(C=C2)OCCC=2N=C(OC2C)C=2SC=CC2)C (2-(Benzo[1,3]dioxol-5-yloxy)-2-methyl-3-{4-[2-(5-methyl-2-thiophen-2-yl-oxazol-4-yl)-ethoxy]-phenyl}-propionic acid). RXN SMILES: C([O:3][C:4](=[O:25])[C:5]([O:15][C:16]1[CH:24]=[CH:23][C:19]2[O:20][CH2:21][O:22][C:18]=2[CH:17]=1)([CH3:14])[CH2:6][C:7]1[CH:12]=[CH:11][C:10]([OH:13])=[CH:9][CH:8]=1)C.[CH3:26][C:27]1[O:31][C:30]([C:32]2[S:33][CH:34]=[CH:35][CH:36]=2)=[N:29][C:28]=1[CH2:37][CH2:38]OS(C1C=CC(C)=CC=1)(=O)=O>>[O:20]1[C:19]2[CH:23]=[CH:24][C:16]([O:15][C:5]([CH3:14])([CH2:6][C:7]3[CH:12]=[CH:11][C:10]([O:13][CH2:38][CH2:37][C:28]4[N:29]=[C:30]([C:32]5[S:33][CH:34]=[CH:35][CH:36]=5)[O:31][C:27]=4[CH3:26])=[CH:9][CH:8]=3)[C:4]([OH:3])=[O:25])=[CH:17][C:18]=2[O:22][CH2:21]1. Reported procedure: The title compound was prepared from 2-(benzo[1,3]dioxol-5-yloxy)-3-(4-hydroxy-phenyl)-2-methyl propionic acid ethyl ester and toluene-4-sulfonic acid 2-(5-methyl-2-thiophen-2-yl-oxazol-4-yl)-ethyl ester using the procedure of Example 78. 1H NMR (400 MHz, CDCl3) δ 7.57 (dd, 1H, J=3.90 Hz, J=1.47 Hz), 7.35 (dd, 1H, J=5.37 Hz, J=1.47 Hz), 7.13 (d, 2H, J=8.31 Hz), 7.04 (dd, 1H, J=5.37 Hz, J=3.90 Hz), 6.78 (d, 2H, J=8.79 Hz), 6.60 (d, 1H, J=8.30 Hz), 6.42 (d, 1H, J=2.44 Hz), 6.33 (dd, 1H, J=8.31 Hz,... Starting materials: C1CO1, CON=C1C(=NO)Oc2ccccc21, [K+], [OH-], O. Product: CON=C1C(=NOCCO)Oc2ccccc21. Reaction SMILES: [CH2:1]1[CH2:2][O:3]1.[CH3:4][O:5][N:6]=[C:7]1[C:8](=[N:16][OH:17])[O:9][c:10]2[c:11]1[cH:12][cH:13][cH:14][cH:15]2.[K+:19].[OH-:18].[OH2:20]>>[CH2:1]([CH2:2][OH:3])[O:17][N:16]=[C:8]1[C:7](=[N:6][O:5][CH3:4])[c:11]2[c:10]([cH:15][cH:14][cH:13][cH:12]2)[O:9]1.